From a dataset of the Open Reaction Database (ORD), a public repository of structured organic reaction records. describe an organic reaction: reactants, conditions, products, and yield Starting materials: CN(C)C=O (DMF), C(C1=CC=CC=C1)OC1=C(C=CC=C1)C1=CC(=C(C(=N1)OCC(=O)N)C#N)S(=O)C (2-{[6-[2-(benzyloxy)phenyl]-3-cyano-4-(methylsulfinyl)-2-pyridinyl]-oxy}acetamide). Procedure details: A mixture of 2-{[6-[2-(benzyloxy)phenyl]-3-cyano-4-(methylsulfinyl)-2-pyridinyl]-oxy}acetamide (500 mg, 1.19 mmol), which was obtained in the step (4) of Example 34-1, and isonipecotamide (228 mg, 1.78 mmol) in DMF (2 mL) was stirred at 130° C. for 5 hrs. After cooled to room temperature, the mixture was partitioned between ethyl acetate and water. The organic phase was washed with brine, dried over Na2SO4 and concentrated under reduced pressure to give 1-{2-(2-amino-2-oxoethoxy)-6-[2-(benzyloxy... The product is N1CCC(C(=O)N)CC1 (isonipecotamide). Reaction SMILES: C(OC1C=CC=CC=1[C:15]1[N:20]=[C:19](OCC(N)=O)[C:18](C#N)=[C:17](S(C)=O)[CH:16]=1)C1C=CC=CC=1.C[N:32]([CH:34]=[O:35])C>>[NH:20]1[CH2:15][CH2:16][CH:17]([C:34]([NH2:32])=[O:35])[CH2:18][CH2:19]1. Starting materials: NC1=CC=CC=C1 (aniline), N(=O)[O-].[Na+] (sodium nitrite). The product is N(=O)C1=CC=C(N)C=C1 (4-nitrosoaniline), N(=O)NC1=CC=CC=C1 (N-nitrosoaniline). As a reaction SMILES: [NH2:1][C:2]1[CH:7]=[CH:6][CH:5]=[CH:4][CH:3]=1.[N:8]([O-:10])=[O:9].[Na+]>>[N:8]([C:5]1[CH:6]=[CH:7][C:2]([NH2:1])=[CH:3][CH:4]=1)=[O:10].[N:8]([NH:1][C:2]1[CH:7]=[CH:6][CH:5]=[CH:4][CH:3]=1)=[O:9] |f:1.2|. Procedure: Conventionally, 4-nitrosoaniline is prepared by contacting aniline with sodium nitrite (NaNO2) to produce N-nitrosoaniline and then subjecting the N-nitrosoaniline to Fischer-Hepp rearrangement in acidic condition (Tetrahedron, 1975, 31, 1343-9), or by contacting p-nitrosophenol with ammonia or ammonium chloride (NH4Cl) (U.S. Pat. No. 3,338,966; and J. Chem. Soc., 1955, 2049). Yields the product COC(=O)CCCCCOc1ccc(NC(=O)CO)cc1. The reactants are COC(=O)CCCCCOc1ccc(NC(=O)COCc2ccccc2)cc1, CO. As a reaction SMILES: [CH3:1][O:2][C:3]([CH2:4][CH2:5][CH2:6][CH2:7][CH2:8][O:9][c:10]1[cH:11][cH:12][c:13]([NH:16][C:17]([CH2:18][O:19][CH2:20][c:21]2[cH:22][cH:23][cH:24][cH:25][cH:26]2)=[O:27])[cH:14][cH:15]1)=[O:28].[CH3:29][OH:30]>>[CH3:1][O:2][C:3]([CH2:4][CH2:5][CH2:6][CH2:7][CH2:8][O:9][c:10]1[cH:11][cH:12][c:13]([NH:16][C:17]([CH2:18][OH:19])=[O:27])[cH:14][cH:15]1)=[O:28]. The reactants are [OH-].[Na+] (NaOH), NC=1C2=CC=CC=C2N=C2CCCC(C12)=O (9-amino-3,4-dihydroacridin-1(2H)-one), water ice, C(C1=CC=CC=C1)Br (benzyl bromide). Reagents/catalysts: S(=O)(=O)(O)[O-].C(CCC)[N+](CCCC)(CCCC)CCCC (tetrabutylammonium hydrogensulfate). The solvent is ClCCl (dichloromethane). Conditions: time 0.5 hour. The product is C(C1=CC=CC=C1)NC=1C2=CC=CC=C2N=C2CCCC(C12)=O (9-Benzylamino-3,4-dihydroacridin-1(2H)-one). The yield is 41.0%. RXN SMILES: [OH-].[Na+].[NH2:3][C:4]1[C:5]2[C:10]([N:11]=[C:12]3[C:17]=1[C:16](=[O:18])[CH2:15][CH2:14][CH2:13]3)=[CH:9][CH:8]=[CH:7][CH:6]=2.[CH2:19](Br)[C:20]1[CH:25]=[CH:24][CH:23]=[CH:22][CH:21]=1>S([O-])(O)(=O)=O.C([N+](CCCC)(CCCC)CCCC)CCC.ClCCl>[CH2:19]([NH:3][C:4]1[C:5]2[C:10]([N:11]=[C:12]3[C:17]=1[C:16](=[O:18])[CH2:15][CH2:14][CH2:13]3)=[CH:9][CH:8]=[CH:7][CH:6]=2)[C:20]1[CH:25]=[CH:24][CH:23]=[CH:22][CH:21]=1 |f:0.1,4.5|. Procedure details: In a biphasic solution consisting of 150 ml of dichloromethane and 100 ml of 50% aqueous NaOH were added 4.00 g of 9-amino-3,4-dihydroacridin-1(2H)-one, and 0.96 g of tetrabutylammonium hydrogensulfate catalyst. The mixture was stirred mechanically for 0.5 hour and thereafter 2.47 ml (1.1 eq) of benzyl bromide was added in one portion. After 4 hours of vigorous stirring, the reaction appeared complete based on thin layer chromatography analysis. The reaction mixture was poured into water/ice and...